Dataset: the Open Reaction Database (ORD), a public repository of structured organic reaction records. Task: describe an organic reaction: reactants, conditions, products, and yield Reactants: CO, CSC1=NCCCN1C, Cl, I, NCCC(c1ccccc1)c1ccccc1. Product: CN1CCCN=C1NCCC(c1ccccc1)c1ccccc1, I. Reaction SMILES: [CH3:28][OH:29].[CH3:2][N:3]1[C:4]([S:9][CH3:10])=[N:5][CH2:6][CH2:7][CH2:8]1.[ClH:27].[IH:1].[c:11]1([CH:17]([CH2:18][CH2:19][NH2:20])[c:21]2[cH:22][cH:23][cH:24][cH:25][cH:26]2)[cH:12][cH:13][cH:14][cH:15][cH:16]1>>[CH3:2][N:3]1[C:4]([NH:20][CH2:19][CH2:18][CH:17]([c:11]2[cH:12][cH:13][cH:14][cH:15][cH:16]2)[c:21]2[cH:22][cH:23][cH:24][cH:25][cH:26]2)=[N:5][CH2:6][CH2:7][CH2:8]1.[IH:1]. Starting materials: CCO, Cl, O=[N+]([O-])c1ccc2c(cnn2Cc2ncco2)c1, [Na+], [OH-], Cl[Sn]Cl. The product is Nc1ccc2c(cnn2Cc2ncco2)c1. As a reaction SMILES: [CH3:25][CH2:26][OH:27].[ClH:1].[N+:2]([O-:3])(=[O:4])[c:5]1[cH:6][c:7]2[cH:8][n:9][n:10]([CH2:14][c:15]3[o:16][cH:17][cH:18][n:19]3)[c:11]2[cH:12][cH:13]1.[Na+:24].[OH-:23].[Sn:20]([Cl:21])[Cl:22]>>[NH2:2][c:5]1[cH:6][c:7]2[cH:8][n:9][n:10]([CH2:14][c:15]3[o:16][cH:17][cH:18][n:19]3)[c:11]2[cH:12][cH:13]1. Starting materials: C(C)(=O)N1CCC2=CC(=CC=C12)F (1-acetyl-5-fluoro-2,3-dihydro-1H-indole), [N+](=O)(O)[O-] (nitric acid), FC=1C=C2C=CNC2=CC1 (5-fluoro-1H-indole), C(#N)[BH3-].[Na+] (sodium cyanoborohydride), C(C)(=O)OC(C)=O (acetic anhydride). The solvent is S(O)(O)(=O)=O (sulfuric acid), C(C)(=O)O (acetic acid). Run at time 8 hour. The product is C(C)(=O)N1CCC2=CC(=C(C=C12)[N+](=O)[O-])F (1-acetyl-5-fluoro-6-nitro-2,3-dihydro-1H-indole). As a reaction SMILES: FC1C=C2C(=CC=1)NC=C2.C([BH3-])#N.[Na+].C(OC(=O)C)(=O)C.[C:22]([N:25]1[C:33]2[C:28](=[CH:29][C:30]([F:34])=[CH:31][CH:32]=2)[CH2:27][CH2:26]1)(=[O:24])[CH3:23].[N+:35]([O-])([OH:37])=[O:36]>C(O)(=O)C.S(=O)(=O)(O)O>[C:22]([N:25]1[C:33]2[C:28](=[CH:29][C:30]([F:34])=[C:31]([N+:35]([O-:37])=[O:36])[CH:32]=2)[CH2:27][CH2:26]1)(=[O:24])[CH3:23] |f:1.2|. Reported procedure: To a solution of 5-fluoro-1H-indole (5.0 g, 37 mmols) in acetic acid (300 ml) was added sodium cyanoborohydride (2.79 g, 44 mmols). After stirring overnight at rt, the reaction was concentrated under reduced pressure, redissolved in ethyl acetate (300 ml) and the pH was adjusted to 8 with saturated sodium bicarbonate. The organic layer was separated, filtered through a cotton plug, evaporated, and placed on the high vacuum for one hour prior to the next synthetic step. The crude material was the...